Dataset: the Open Reaction Database (ORD), a public repository of structured organic reaction records. Task: describe an organic reaction: reactants, conditions, products, and yield Reactants: CC1(OC[C@@H](O1)CC1=CC=C(C=C1)O)C (4-((S)-2,2-dimethyl-[1,3]dioxolan-4-ylmethyl)-phenol), C([O-])([O-])=O.[K+].[K+] (potassium carbonate), C(C)OC(C#CC)=O (ethyl-2-butynoate). The reagents and catalysts are CN(C1=CC=NC=C1)C (4-dimethylaminopyridine). The solvent is O1CCCC1 (tetrahydrofuran). Run at temperature 80 celsius. Yields the product C(C)OC(\C=C(/C)\OC1=CC=C(C=C1)C[C@@H]1OC(OC1)(C)C)=O ((E)-3-[4-((S)-2,2-dimethyl-[1,3]dioxolan-4-ylmethyl)-phenoxy]-but-2-enoic acid ethyl ester). Isolated yield 6.9%. Reaction SMILES: [CH3:1][C:2]1([CH3:15])[O:6][C@@H:5]([CH2:7][C:8]2[CH:13]=[CH:12][C:11]([OH:14])=[CH:10][CH:9]=2)[CH2:4][O:3]1.C(=O)([O-])[O-].[K+].[K+].[CH2:22]([O:24][C:25](=[O:29])[C:26]#[C:27][CH3:28])[CH3:23]>CN(C)C1C=CN=CC=1.O1CCCC1>[CH2:22]([O:24][C:25](=[O:29])/[CH:26]=[C:27](/[O:14][C:11]1[CH:12]=[CH:13][C:8]([CH2:7][C@H:5]2[CH2:4][O:3][C:2]([CH3:15])([CH3:1])[O:6]2)=[CH:9][CH:10]=1)\[CH3:28])[CH3:23] |f:1.2.3|. Reported procedure: A mixture of 4-((S)-2,2-dimethyl-[1,3]dioxolan-4-ylmethyl)-phenol (0.696 g, 3.34 mol), potassium carbonate (0.463 g, 0.003 mol), ethyl-2-butynoate (2.25 g, 0.020 mol) and a catalytic amount of 4-dimethylaminopyridine in tetrahydrofuran (15 mL) was placed in a sealed tube and heated at 80° C. for 6 h. The reaction mixture was cooled, filtered and the isolated solids washed with tetrahydrofuran. The filtrate was concentrated in vacuo and the residue was purified by flash column chromatography (sil... The yield is 68.0%. Reported procedure: Procedure is similar to the one described above for 5-hexenyldimethylchlorosilane. 8.4 g (100 mmole) of 1,5-Hexadiene was refluxed with platinum catalyst (100ppm). To the mixture 5.7 g (50 mmole) of methyldichlorosilane was added dropwise over 30 min. period. The completion of the reaction was monitored by infrared spectroscopy. The product distilling at 65° C./0.22 mm was obtained in 68% yield. The reactants are C(CCCC=C)[Si](Cl)(C)C (5-hexenyldimethylchlorosilane), C=CCCC=C (1,5-Hexadiene), C[SiH](Cl)Cl (methyldichlorosilane). The product is C(CCCC=C)[Si](Cl)(Cl)C (5-Hexenylmethyldichlorosilane). As a reaction SMILES: [CH2:1]([Si:7]([CH3:10])(C)[Cl:8])[CH2:2][CH2:3][CH2:4][CH:5]=[CH2:6].C=CCCC=C.C[SiH](Cl)[Cl:19]>[Pt]>[CH2:1]([Si:7]([CH3:10])([Cl:8])[Cl:19])[CH2:2][CH2:3][CH2:4][CH:5]=[CH2:6]. The reagents and catalysts are [Pt] (platinum).